Dataset: the Open Reaction Database (ORD), a public repository of structured organic reaction records. Task: describe an organic reaction: reactants, conditions, products, and yield Reactants: N#CCc1ccccc1-c1ccc(C(=O)O)cc1, C1COCCO1, CN(C)C=O, O=S(Cl)Cl, O=C(NCc1cccnc1)c1ccc2n1Cc1ccccc1NC2. Product: N#CCc1ccccc1-c1ccc(C(=O)N2Cc3ccc(C(=O)NCc4cccnc4)n3Cc3ccccc32)cc1. As a reaction SMILES: [C:5](#[N:6])[CH2:7][c:8]1[c:9](-[c:14]2[cH:15][cH:16][c:17]([C:20](=[O:21])[OH:22])[cH:18][cH:19]2)[cH:10][cH:11][cH:12][cH:13]1.[CH2:52]1[O:53][CH2:54][CH2:55][O:56][CH2:57]1.[CH3:47][N:48]([CH3:49])[CH:50]=[O:51].[S:1]([Cl:2])([Cl:3])=[O:4].[n:23]1[cH:24][c:25]([CH2:29][NH:30][C:31](=[O:32])[c:33]2[cH:34][cH:35][c:36]3[n:42]2[CH2:41][c:40]2[c:39]([cH:46][cH:45][cH:44][cH:43]2)[NH:38][CH2:37]3)[cH:26][cH:27][cH:28]1>>[C:5](#[N:6])[CH2:7][c:8]1[c:9](-[c:14]2[cH:15][cH:16][c:17]([C:20](=[O:22])[N:38]3[CH2:37][c:36]4[cH:35][cH:34][c:33]([C:31]([NH:30][CH2:29][c:25]5[cH:24][n:23][cH:28][cH:27][cH:26]5)=[O:32])[n:42]4[CH2:41][c:40]4[c:39]3[cH:46][cH:45][cH:44][cH:43]4)[cH:18][cH:19]2)[cH:10][cH:11][cH:12][cH:13]1. Starting materials: OC1=C(C(=O)O)C=C(C=C1)S(=O)(=O)N1C=2C=CC=CC2C2=CC=CC=C2C1C (2-hydroxy-5-[(6-methylphenanthridin-5(6H)-yl)sulfonyl]benzoic acid). Run in O1CCCC1 (tetrahydrofuran). Conditions: time 4 hour. The product is OCC1=C(C=CC(=C1)S(=O)(=O)N1C=2C=CC=CC2C2=CC=CC=C2C1C)O (2-(Hydroxymethyl)-4-[(6-methylphenanthridin-5(6H)-yl)sulfonyl]phenol). Isolated yield 35.4%. Reaction SMILES: [OH:1][C:2]1[CH:10]=[CH:9][C:8]([S:11]([N:14]2[CH:27]([CH3:28])[C:26]3[C:21](=[CH:22][CH:23]=[CH:24][CH:25]=3)[C:20]3[CH:19]=[CH:18][CH:17]=[CH:16][C:15]2=3)(=[O:13])=[O:12])=[CH:7][C:3]=1[C:4](O)=[O:5]>O1CCCC1>[OH:5][CH2:4][C:3]1[CH:7]=[C:8]([S:11]([N:14]2[CH:27]([CH3:28])[C:26]3[C:21](=[CH:22][CH:23]=[CH:24][CH:25]=3)[C:20]3[CH:19]=[CH:18][CH:17]=[CH:16][C:15]2=3)(=[O:12])=[O:13])[CH:9]=[CH:10][C:2]=1[OH:1]. Procedure details: A stirred solution of crude 2-hydroxy-5-[(6-methylphenanthridin-5(6H)-yl)sulfonyl]benzoic acid (1.75 g, 4.43 mmol) in anhydrous tetrahydrofuran (20 mL) was treated drop-wise at room temperature under nitrogen via syringe with 10 M borane-methyl sulfide complex (1.5 mL, 15 mmol). After stirring four hours at room temperature, the reaction was quenched with methanol (20 mL), concentrated in vacuo, diluted with water, and extracted with ethyl acetate. The organic phase was washed sequentially with ... The reactants are C(C)N(CC)CC1=CC2=C(CN(CC2)C(=O)OCCCCC2=CC=CC=C2)O1 (N,N-Diethyl-[6-(4-phenylbutoxycarbonyl)-4,5,6,7-tetrahydrofuro[2,3-c]pyridin-2-ylmethyl]amine), Cl (hydrogen chloride). The solvent is CO (methanol), CO (methanol). Yields the product Cl.C(C)N(CC)CC1=CC2=C(CN(CC2)C(=O)OCCCCC2=CC=CC=C2)O1 (N,N-diethyl-[6-(4-phenylbutoxycarbonyl)-4,5,6,7-tetrahydrofuro[2,3-c]pyridin-2-ylmethyl]amine hydrochloride). As a reaction SMILES: [CH2:1]([N:3]([CH2:6][C:7]1[O:28][C:10]2[CH2:11][N:12]([C:15]([O:17][CH2:18][CH2:19][CH2:20][CH2:21][C:22]3[CH:27]=[CH:26][CH:25]=[CH:24][CH:23]=3)=[O:16])[CH2:13][CH2:14][C:9]=2[CH:8]=1)[CH2:4][CH3:5])[CH3:2].[ClH:29]>CO>[ClH:29].[CH2:1]([N:3]([CH2:6][C:7]1[O:28][C:10]2[CH2:11][N:12]([C:15]([O:17][CH2:18][CH2:19][CH2:20][CH2:21][C:22]3[CH:23]=[CH:24][CH:25]=[CH:26][CH:27]=3)=[O:16])[CH2:13][CH2:14][C:9]=2[CH:8]=1)[CH2:4][CH3:5])[CH3:2] |f:3.4|. Procedure details: N,N-Diethyl-[6-(4-phenylbutoxycarbonyl)-4,5,6,7-tetrahydrofuro[2,3-c]pyridin-2-ylmethyl]amine 0.198 g was dissolved in 2 ml of methanol; hydrogen chloride in methanol was added in excess, followed by stirring. This reaction mixture was concentrated to yield the desired product. Starting materials: OC1=C(C=CC(=C1)C(C(=O)O)C)C1=CC=CC=C1 (2-(2-hydroxy-4-biphenylyl)propionic acid), C(C1=CC=CC=C1)N (benzylamine). The solvent is CCOCC (ether), CCOCC (ether). The product is OC1=C(C=CC(=C1)C(C(=O)[O-])C)C1=CC=CC=C1.C(C1=CC=CC=C1)[NH3+] (benzylammonium 2-(2-hydroxy4-biphenylyl) propionate). RXN SMILES: [OH:1][C:2]1[CH:7]=[C:6]([CH:8]([CH3:12])[C:9]([OH:11])=[O:10])[CH:5]=[CH:4][C:3]=1[C:13]1[CH:18]=[CH:17][CH:16]=[CH:15][CH:14]=1.[CH2:19]([NH2:26])[C:20]1[CH:25]=[CH:24][CH:23]=[CH:22][CH:21]=1>CCOCC>[OH:1][C:2]1[CH:7]=[C:6]([CH:8]([CH3:12])[C:9]([O-:11])=[O:10])[CH:5]=[CH:4][C:3]=1[C:13]1[CH:14]=[CH:15][CH:16]=[CH:17][CH:18]=1.[CH2:19]([NH3+:26])[C:20]1[CH:25]=[CH:24][CH:23]=[CH:22][CH:21]=1 |f:3.4|. Reported procedure: 2-(2-hydroxy-4-biphenylyl)propionic acid (140 mg.) in ether (5 ml.) was mixed with benzylamine (62 g.) in ether (5 ml.). The precipitate was collected, washed with ether, dried in vacuo and recrystallised for absolute alcohol/ether to give benzylammonium 2-(2-hydroxy4-biphenylyl) propionate, m.p. 183° - 185°C. Starting materials: NC1=NOC(=N1)C1CN2CCC1CC2 (3-amino-5-(quinuclidin-3-yl)-1,2,4-oxadiazole), [H-].[Na+] (sodium hydride), Cl.C(C1=CC=CC=C1)N1CCC(CC1)CC(=O)Cl ((1-benzylpiperidin-4-yl)acetyl chloride hydrochloride). Run in CN(C=O)C (N,N-dimethylformamide). Reaction conditions: time 1 hour. Yields the product C(C1=CC=CC=C1)N1CCC(CC1)CC(=O)NC1=NOC(=N1)C1CN2CCC1CC2 (3-{(1-benzylpiperidin-4-yl)acetylamino}-5-(quinuclidin-3-yl)-1,2,4-oxadiazole). Isolated yield 26.1%. As a reaction SMILES: [H-].[Na+].[NH2:3][C:4]1[N:8]=[C:7]([CH:9]2[CH:14]3[CH2:15][CH2:16][N:11]([CH2:12][CH2:13]3)[CH2:10]2)[O:6][N:5]=1.Cl.[CH2:18]([N:25]1[CH2:30][CH2:29][CH:28]([CH2:31][C:32](Cl)=[O:33])[CH2:27][CH2:26]1)[C:19]1[CH:24]=[CH:23][CH:22]=[CH:21][CH:20]=1>CN(C)C=O>[CH2:18]([N:25]1[CH2:30][CH2:29][CH:28]([CH2:31][C:32]([NH:3][C:4]2[N:8]=[C:7]([CH:9]3[CH:14]4[CH2:15][CH2:16][N:11]([CH2:12][CH2:13]4)[CH2:10]3)[O:6][N:5]=2)=[O:33])[CH2:27][CH2:26]1)[C:19]1[CH:24]=[CH:23][CH:22]=[CH:21][CH:20]=1 |f:0.1,3.4|. Procedure details: To a suspension of sodium hydride (0.4 g) in N,N-dimethylformamide was added 3-amino-5-(quinuclidin-3-yl)-1,2,4-oxadiazole (0.2 g) at 0° C. and the mixture was stirred for 1 hour. To the mixture was added (1-benzylpiperidin-4-yl)acetyl chloride hydrochloride (2.53 g) during 30 minutes at 0° C. After stirred for additional 1 hour. The mixture was quenched with water and extracted with ethyl acetate. The extract was washed with water, brine, dried over magnesium sulfate and evaporated in vacuo. Th...